This data is from the Open Reaction Database (ORD), a public repository of structured organic reaction records. The task is: describe an organic reaction: reactants, conditions, products, and yield Starting materials: ClC1=C(C=CC(=C1)Cl)C(CN1N=CN=N1)=O (1-(2,4-dichlorophenyl)-2-tetrazol-2-yl-ethanone), C(C)(C)Br (isopropyl bromide). Yields the product ClC1=C(C=CC(=C1)Cl)C(=CN1N=CN=N1)OC(C)C (2-[2-(2,4-dichloro-phenyl)-2-isopropoxy-vinyl]-2H-tetrazole). As a reaction SMILES: [Cl:1][C:2]1[CH:7]=[C:6]([Cl:8])[CH:5]=[CH:4][C:3]=1[C:9](=[O:16])[CH2:10][N:11]1[N:15]=[N:14][CH:13]=[N:12]1.[CH:17](Br)([CH3:19])[CH3:18]>>[Cl:1][C:2]1[CH:7]=[C:6]([Cl:8])[CH:5]=[CH:4][C:3]=1[C:9]([O:16][CH:17]([CH3:19])[CH3:18])=[CH:10][N:11]1[N:15]=[N:14][CH:13]=[N:12]1. Procedure details: Analogously to Example 7a,b, after reacting 1-(2,4-dichlorophenyl)-2-tetrazol-2-yl-ethanone with isopropyl bromide there was obtained 2-[2-(2,4-dichloro-phenyl)-2-isopropoxy-vinyl]-2H-tetrazole as a colourless oil. [M]+ =299.